This data is from the Open Reaction Database (ORD), a public repository of structured organic reaction records. The task is: describe an organic reaction: reactants, conditions, products, and yield The reactants are C(C)OC1=CC=C(C=C1)Br (p-bromophenyl ethyl ether), [Mg] (magnesium), Cl[Si](C)(C)Cl (dichlorodimethylsilane). Run in O1CCCC1 (tetrahydrofuran), O1CCCC1 (tetrahydrofuran). Reaction conditions: time 8 hour. Yields the product Cl[Si](C)(C)C1=CC=C(C=C1)OCC (chloro(4-ethoxyphenyl)dimethylsilane). RXN SMILES: [Mg].[CH2:2]([O:4][C:5]1[CH:10]=[CH:9][C:8](Br)=[CH:7][CH:6]=1)[CH3:3].[Cl:12][Si:13](Cl)([CH3:15])[CH3:14]>O1CCCC1>[Cl:12][Si:13]([C:8]1[CH:9]=[CH:10][C:5]([O:4][CH2:2][CH3:3])=[CH:6][CH:7]=1)([CH3:15])[CH3:14]. Procedure details: To a stirred suspension of 3.5 g (0.14 mole) of magnesium powder in 100 ml of dry tetrahydrofuran was added dropwise 17.5 g (0.14 mole) of p-bromophenyl ethyl ether during a one hour period. The mixture was warmed for one hour and then cooled to room temperature. The reaction mixture was added dropwise to a solution of dichlorodimethylsilane in 100 ml of dry tetrahydrofuran which was cooled to -78° C. Upon completion of addition the reaction mixture was allowed to warm to room temperature. Stirr... Starting materials: FCC(CF)OC=1C=C(C(=O)NC2=NN(C=C2)C)C=C(C1)O (3-{[2-fluoro-1-(fluoromethyl)ethyl]oxy}-5-hydroxy-N-(1-methyl-1H-pyrazol-3-yl)benzamide), ClC=1N=CC(=NC1)C(=O)OC (methyl 5-chloropyrazine-2-carboxylate), C([O-])([O-])=O.[K+].[K+] (potassium carbonate). The solvent is C(C)#N (acetonitrile). Conditions: temperature 120 celsius, time 3 hour. The product is FCC(CF)OC=1C=C(C=C(C1)C(=O)NC1=NN(C=C1)C)OC=1N=CC(=NC1)C(=O)OC (Methyl 5-[(3-{[2-fluoro-1-(fluoromethyl)ethyl]oxy}-5-{[(1-methyl-1H-pyrazol-3-yl)amino]carbonyl}phenyl)oxy]pyrazine-2-carboxylate). Isolated yield 90.8%. Reaction SMILES: [F:1][CH2:2][CH:3]([O:6][C:7]1[CH:8]=[C:9]([CH:19]=[C:20]([OH:22])[CH:21]=1)[C:10]([NH:12][C:13]1[CH:17]=[CH:16][N:15]([CH3:18])[N:14]=1)=[O:11])[CH2:4][F:5].Cl[C:24]1[N:25]=[CH:26][C:27]([C:30]([O:32][CH3:33])=[O:31])=[N:28][CH:29]=1.C(=O)([O-])[O-].[K+].[K+]>C(#N)C>[F:5][CH2:4][CH:3]([O:6][C:7]1[CH:21]=[C:20]([O:22][C:24]2[N:25]=[CH:26][C:27]([C:30]([O:32][CH3:33])=[O:31])=[N:28][CH:29]=2)[CH:19]=[C:9]([C:10]([NH:12][C:13]2[CH:17]=[CH:16][N:15]([CH3:18])[N:14]=2)=[O:11])[CH:8]=1)[CH2:2][F:1] |f:2.3.4|. Procedure: A mixture of 3-{[2-fluoro-1-(fluoromethyl)ethyl]oxy}-5-hydroxy-N-(1-methyl-1H-pyrazol-3-yl)benzamide (250 mg, 0.8 mmol), methyl 5-chloropyrazine-2-carboxylate (208 mg, 1.20 mmol) and potassium carbonate (222 mg, 1.61 mmol) in acetonitrile (5 mL) was stirred in a ‘Biotage initiator Microwave’ at 120° C. for 3 hours. The solvent was removed in vacuo and the residue dissolved in ethyl acetate (50 mL) and water (50 mL), the organic layer washed with brine (50 mL), dried (MgSO4), filtered and the sol... Reactants: O (water), [OH-].[Na+] (sodium hydroxide), FC1=CC=CC=2C3=C(N(C12)C)CCN(C3=O)CC=3N=CN(C3C)C(=O)OCC3=CC=CC=C3 (phenylmethyl 4-[(6-fluoro-2,3,4,5-tetrahydro-5-methyl-1-oxo-1H-pyrido [4,3-b]indol-2-yl)methyl]-5-methyl-1H-imidazole-1-carboxylate). The solvent is C(C)O (ethanol), Cl (hydrochloric acid). Product: FC1=CC=CC=2C3=C(N(C12)C)CCN(C3=O)CC=3N=CNC3C (6-Fluoro-2,3,4,5-tetrahydro-5-methyl-2-[(5-methyl-1H-imidazol-4-yl)methyl]-1H-pyrido[4,3-b]indol-1-one). The yield is 71.5%. As a reaction SMILES: [F:1][C:2]1[C:10]2[N:9]([CH3:11])[C:8]3[CH2:12][CH2:13][N:14]([CH2:17][C:18]4[N:19]=[CH:20][N:21](C(OCC5C=CC=CC=5)=O)[C:22]=4[CH3:23])[C:15](=[O:16])[C:7]=3[C:6]=2[CH:5]=[CH:4][CH:3]=1.O.[OH-].[Na+]>C(O)C.Cl>[F:1][C:2]1[C:10]2[N:9]([CH3:11])[C:8]3[CH2:12][CH2:13][N:14]([CH2:17][C:18]4[N:19]=[CH:20][NH:21][C:22]=4[CH3:23])[C:15](=[O:16])[C:7]=3[C:6]=2[CH:5]=[CH:4][CH:3]=1 |f:2.3|. Reported procedure: A solution of phenylmethyl 4-[(6-fluoro-2,3,4,5-tetrahydro-5-methyl-1-oxo-1H-pyrido [4,3-b]indol-2-yl)methyl]-5-methyl-1H-imidazole-1-carboxylate (100 mg) in ethanol (20 ml) and 2N hydrochloric acid (10 ml) was heated on a steam bath for 10 min. The cooled reaction mixture was then added to water (5 ml) and 2N sodium hydroxide (20 ml), and extracted with ethyl acetate (2×75 ml). The combined, dried organic extracts were adsorbed onto silica and purified by FCC eluting with System A (100:8:1) to ... Starting materials: CCOC(=O)C1CSCN1C(=O)c1ccc(NCCCCCCCCCCCCCCCCBr)cc1, O=C([O-])O, CC(C)=O, [Na+]. The product is O=C(O)C1CSCN1C(=O)c1ccc(NCCCCCCCCCCCCCCCCBr)cc1. RXN SMILES: [Br:1][CH2:2][CH2:3][CH2:4][CH2:5][CH2:6][CH2:7][CH2:8][CH2:9][CH2:10][CH2:11][CH2:12][CH2:13][CH2:14][CH2:15][CH2:16][CH2:17][NH:18][c:19]1[cH:20][cH:21][c:22]([C:23](=[O:24])[N:25]2[CH2:26][S:27][CH2:28][CH:29]2[C:30](=[O:31])[O:32][CH2:33][CH3:34])[cH:35][cH:36]1.[C:37](=[O:38])([OH:39])[O-:40].[CH3:42][C:43]([CH3:44])=[O:45].[Na+:41]>>[Br:1][CH2:2][CH2:3][CH2:4][CH2:5][CH2:6][CH2:7][CH2:8][CH2:9][CH2:10][CH2:11][CH2:12][CH2:13][CH2:14][CH2:15][CH2:16][CH2:17][NH:18][c:19]1[cH:20][cH:21][c:22]([C:23](=[O:24])[N:25]2[CH2:26][S:27][CH2:28][CH:29]2[C:30](=[O:31])[OH:32])[cH:35][cH:36]1. Reactants: Cl.C1(CCCCCCCCC1)N1CCC2(C(NCN2C2=CC=CC=C2)=O)CC1 (8-cyclodecyl-1-phenyl-1,3,8-triaza-spiro[4,5]decan-4-one hydrochloride), ClCC=1C=NC=CC1 (3-chloromethyl-pyridine). The product is Cl.C1(CCCCCCCCC1)N1CCC2(C(N(CN2C2=CC=CC=C2)CC=2C=NC=CC2)=O)CC1 (8-Cyclodecyl-1-phenyl-3-pyridin-3-ylmethyl-1,3,8-triaza-spiro[4,5]decan-4-one hydrochloride). RXN SMILES: Cl.[CH:2]1([N:12]2[CH2:28][CH2:27][C:15]3([N:19]([C:20]4[CH:25]=[CH:24][CH:23]=[CH:22][CH:21]=4)[CH2:18][NH:17][C:16]3=[O:26])[CH2:14][CH2:13]2)[CH2:11][CH2:10][CH2:9][CH2:8][CH2:7][CH2:6][CH2:5][CH2:4][CH2:3]1.[Cl:29][CH2:30][C:31]1[CH:32]=[N:33][CH:34]=[CH:35][CH:36]=1>>[ClH:29].[CH:2]1([N:12]2[CH2:28][CH2:27][C:15]3([N:19]([C:20]4[CH:21]=[CH:22][CH:23]=[CH:24][CH:25]=4)[CH2:18][N:17]([CH2:30][C:31]4[CH:32]=[N:33][CH:34]=[CH:35][CH:36]=4)[C:16]3=[O:26])[CH2:14][CH2:13]2)[CH2:11][CH2:10][CH2:9][CH2:8][CH2:7][CH2:6][CH2:5][CH2:4][CH2:3]1 |f:0.1,3.4|. Procedure: The title compound, white solid, m. p. 227° C. and MS: m/e=461.3 (M+H+) was prepared in accordance with the general method of example 24 from 8-cyclodecyl-1-phenyl-1,3,8-triaza-spiro[4,5]decan-4-one hydrochloride and 3-chloromethyl-pyridine. Starting materials: solution, C[O-].[Na+] (sodium methoxide), Cl.NO (hydroxylamine hydrochloride), C(C1=CC=CC=C1)OC1=CC=C(C=C1)S(=O)(=O)N1C2C(OC(C1)(CC2)C)=O (5-(4-Benzyloxy-benzenesulfonyl)-1-methyl-2-oxa-5-aza-bicyclo[2.2.2]octan-3-one). The solvent is CO (methanol), Cl (HCl), solution, NO (hydroxylamine), CO (methanol). Run at temperature 60 celsius, time 10 minute. The product is ONC(=O)C1N(CC(CC1)(C)O)S(=O)(=O)C1=CC=C(C=C1)OCC1=CC=CC=C1 (1-(4-benzyloxy-benzenesulfonyl)-5-hydroxy-5-methyl-piperidine-2-carboxylic acid hydroxyamide). The yield is 71.3%. RXN SMILES: [CH2:1]([O:8][C:9]1[CH:14]=[CH:13][C:12]([S:15]([N:18]2[CH2:23][C:22]3([CH3:26])[CH2:24][CH2:25][CH:19]2[C:20](=[O:27])[O:21]3)(=[O:17])=[O:16])=[CH:11][CH:10]=1)[C:2]1[CH:7]=[CH:6][CH:5]=[CH:4][CH:3]=1.C[O-].[Na+].Cl.[NH2:32][OH:33]>NO.CO.Cl>[OH:33][NH:32][C:20]([CH:19]1[CH2:25][CH2:24][C:22]([OH:21])([CH3:26])[CH2:23][N:18]1[S:15]([C:12]1[CH:13]=[CH:14][C:9]([O:8][CH2:1][C:2]2[CH:7]=[CH:6][CH:5]=[CH:4][CH:3]=2)=[CH:10][CH:11]=1)(=[O:17])=[O:16])=[O:27] |f:1.2,3.4|. Procedure: 5-(4-Benzyloxy-benzenesulfonyl)-1-methyl-2-oxa-5-aza-bicyclo[2.2.2]octan-3-one (0.035 g, 0.09 mmol) was dissolved in 0.80 mL of a 0.81 M solution of hydroxylamine in methanol (prepared by treating 7.25 mL of a 0.81 M solution of sodium methoxide in methanol with 0.52 g of hydroxylamine hydrochloride). The resulting mixture was shaken at 60° C. for 10 minutes. After cooling to room temperature, the mixture was diluted with 1M HCl, extracted twice with ethyl acetate, and the combined organic layer...